From a dataset of the Open Reaction Database (ORD), a public repository of structured organic reaction records. describe an organic reaction: reactants, conditions, products, and yield Reactants: BrC1=CC(=CC=C1)C(C)(C)C (1-bromo-3-tert-butylbenzene), C(C=CC)O (crotyl alcohol), C([O-])([O-])=O.[Na+].[Na+] (sodium carbonate), C1(=C(C=CC=C1)P(C1=C(C=CC=C1)C)C1=C(C=CC=C1)C)C (tri-o-tolyl phosphine). Reagents/catalysts: [Br-].C(CCC)[N+](CCCC)(CCCC)CCCC (tetrabutyl ammonium bromide), C(C)(=O)[O-].[Pd+2].C(C)(=O)[O-] (palladium acetate). Run in CN(C)C=O (DMF), CC(C)(C)OC (MTBE). Run at temperature 95 celsius, time 1 hour. Yields the product C(C)(C)(C)C=1C=C(C=CC1)C(CC=O)C (3-(3-tert-butylphenyl)butanal). The yield is 24.1%. RXN SMILES: Br[C:2]1[CH:7]=[CH:6][CH:5]=[C:4]([C:8]([CH3:11])([CH3:10])[CH3:9])[CH:3]=1.[CH2:12]([OH:16])[CH:13]=[CH:14][CH3:15].C(=O)([O-])[O-].[Na+].[Na+].C1(C)C=CC=CC=1P(C1C=CC=CC=1C)C1C=CC=CC=1C>[Br-].C([N+](CCCC)(CCCC)CCCC)CCC.CC(OC)(C)C.C([O-])(=O)C.[Pd+2].C([O-])(=O)C.CN(C=O)C>[C:8]([C:4]1[CH:3]=[C:2]([CH:14]([CH3:15])[CH2:13][CH:12]=[O:16])[CH:7]=[CH:6][CH:5]=1)([CH3:11])([CH3:10])[CH3:9] |f:2.3.4,6.7,9.10.11|. Procedure: In a 1 L three-necked round-bottom flask equipped with a mechanical stirrer and a reflux condenser were introduced DMF (200 mL), 1-bromo-3-tert-butylbenzene (54.3 g, 0.25 mol), crotyl alcohol (65 mL, 0.76 mol, 3 eq), sodium carbonate (66.2 g, 0.62 mol, 2.5 eq), tetrabutyl ammonium bromide (69.5 g, 0.25 mol, 1 eq), palladium acetate (5.05 g, 7.5 mmol, 3 mol %) and tri-o-tolyl phosphine (7.6 g, 25 mmol, 0.1 eq). After stirring for 1 h at 90-100° C., the reaction mixture was cooled to ambient tempe... The reactants are CN(C)C=O, O=C(CCl)N1CCc2ccccc21, O=C(NCC1CNCCO1)Nc1ccccc1. Yields the product O=C(NCC1CN(CC(=O)N2CCc3ccccc32)CCO1)Nc1ccccc1. As a reaction SMILES: [CH3:31][N:32]([CH3:33])[CH:34]=[O:35].[Cl:18][CH2:19][C:20](=[O:21])[N:22]1[CH2:23][CH2:24][c:25]2[cH:26][cH:27][cH:28][cH:29][c:30]21.[O:1]1[CH:2]([CH2:7][NH:8][C:9](=[O:10])[NH:11][c:12]2[cH:13][cH:14][cH:15][cH:16][cH:17]2)[CH2:3][NH:4][CH2:5][CH2:6]1>>[O:1]1[CH:2]([CH2:7][NH:8][C:9](=[O:10])[NH:11][c:12]2[cH:13][cH:14][cH:15][cH:16][cH:17]2)[CH2:3][N:4]([CH2:19][C:20](=[O:21])[N:22]2[CH2:23][CH2:24][c:25]3[cH:26][cH:27][cH:28][cH:29][c:30]32)[CH2:5][CH2:6]1.